From a dataset of the Open Reaction Database (ORD), a public repository of structured organic reaction records. describe an organic reaction: reactants, conditions, products, and yield As a reaction SMILES: C([O:5][C:6](=[O:41])[CH2:7][N:8]1[C:16]2[C:11](=[CH:12][C:13]([F:17])=[CH:14][CH:15]=2)[C:10]([C:18]2[C:23]3[CH:24]=[CH:25][CH:26]=[CH:27][C:22]=3[S:21](=[O:29])(=[O:28])[N:20]([CH2:30][CH2:31][O:32][C:33]3[CH:38]=[CH:37][C:36]([Cl:39])=[CH:35][CH:34]=3)[N:19]=2)=[C:9]1[CH3:40])(C)(C)C.C(O)(C(F)(F)F)=O>>[Cl:39][C:36]1[CH:37]=[CH:38][C:33]([O:32][CH2:31][CH2:30][N:20]2[N:19]=[C:18]([C:10]3[C:11]4[C:16](=[CH:15][CH:14]=[C:13]([F:17])[CH:12]=4)[N:8]([CH2:7][C:6]([OH:41])=[O:5])[C:9]=3[CH3:40])[C:23]3[CH:24]=[CH:25][CH:26]=[CH:27][C:22]=3[S:21]2(=[O:29])=[O:28])=[CH:34][CH:35]=1. Product: ClC1=CC=C(OCCN2S(C3=C(C(=N2)C2=C(N(C4=CC=C(C=C24)F)CC(=O)O)C)C=CC=C3)(=O)=O)C=C1 ((3-{2-[2-(4-Chloro-phenoxy)-ethyl]-1,1-dioxo-1,2-dihydro-1λ6-benzo[e][1,2,3]thiadiazin-4-yl}-5-fluoro-2-methyl-indol-1-yl)-acetic acid). Reactants: C(C)(C)(C)OC(CN1C(=C(C2=CC(=CC=C12)F)C1=NN(S(C2=C1C=CC=C2)(=O)=O)CCOC2=CC=C(C=C2)Cl)C)=O ((3-{2-[2-(4-Chloro-phenoxy)-ethyl]-1,1-dioxo-1,2-dihydro-1λ6-benzo[e][1,2,3]thiadiazin-4-yl}-5-fluoro-2-methyl-indol-1-yl)-acetic acid tert-butyl ester), C(=O)(C(F)(F)F)O (TFA). Procedure: (3-{2-[2-(4-Chloro-phenoxy)-ethyl]-1,1-dioxo-1,2-dihydro-1λ6-benzo[e][1,2,3]thiadiazin-4-yl}-5-fluoro-2-methyl-indol-1-yl)-acetic acid tert-butyl ester (61 μmol) was treated with TFA (2 mL) for 2 hours, concentrated, and purified by preparative LCMS to give the title compound. 1H NMR (d6-DMSO) δ 8.11 (d, 1H), 7.92 (t, 1H), 7.83 (t, 1H), 7.46 (m, 2H), 7.24 (m, 2H), 6.95 (m, 4H), 4.52 (s, 2H), 4.39 (t, 2H), 4.27 (t, 2H), 2.20 (s, 3H) ppm. MS calculated for C26H21FClN3O5S—H: 540, observed: 540.